From a dataset of the Open Reaction Database (ORD), a public repository of structured organic reaction records. describe an organic reaction: reactants, conditions, products, and yield The solvent is C(Cl)Cl (CH2Cl2), C(=O)(O)[O-].[Na+] (NaHCO3), C1CCOC1 (THF), CCOCC (Et2O). Yields the product C(#N)C1=C(C=C(C=C1)C(=NS(=O)CC(C)C)C=1N(C=NC1)C1=CC=C(C=C1)F)F (N-[(4-cyano-3-fluoro-phenyl)-(3-(4-fluorophenyl)-3H-imidazol-4-yl)-methylene]-2-methylpropanesulfinamide), [NH4+].[OH-] (NH4OH). Procedure: To a solution of N-[1-(4-cyano-3-fluoro-phenyl)-1-(3-methyl-3H-imidazol-4-yl)-ethyl]-2 ethylpropanesulfinamide (Example 1, Step I) (2.0 g, 6.02 mmol) in THF (20 mL) at 0° C. in an ice-H2O bath was added 4-fluorophenyl magnesium bromide (7 mL of a 2M solution in Et2O) over a 1 h period. Grignard reagent was added until the reaction mixture color remained dark brown/black. After 2 h the reaction mixture was diluted with CH2Cl2 and aqueous saturated NaHCO3 solution, layers separated, the aqueous la... Starting materials: Grignard reagent, C(#N)C1=C(C=C(C=C1)C(C)(C=1N(C=NC1)C)NS(=O)CC(C)CC)F (N-[1-(4-cyano-3-fluoro-phenyl)-1-(3-methyl-3H-imidazol-4-yl)-ethyl]-2 ethylpropanesulfinamide), FC1=CC=C(C=C1)[Mg]Br (4-fluorophenyl magnesium bromide), solution. As a reaction SMILES: [C:1]([C:3]1[CH:8]=[CH:7][C:6]([C:9]([NH:17][S:18]([CH2:20][CH:21]([CH2:23]C)[CH3:22])=[O:19])([C:11]2[N:12]([CH3:16])[CH:13]=[N:14][CH:15]=2)C)=[CH:5][C:4]=1[F:25])#[N:2].[F:26][C:27]1[CH:32]=[CH:31]C([Mg]Br)=[CH:29][CH:28]=1>C1COCC1.CCOCC.C(Cl)Cl.C([O-])(O)=O.[Na+]>[C:1]([C:3]1[CH:8]=[CH:7][C:6]([C:9]([C:11]2[N:12]([C:16]3[CH:31]=[CH:32][C:27]([F:26])=[CH:28][CH:29]=3)[CH:13]=[N:14][CH:15]=2)=[N:17][S:18]([CH2:20][CH:21]([CH3:22])[CH3:23])=[O:19])=[CH:5][C:4]=1[F:25])#[N:2].[NH4+:2].[OH-:19] |f:5.6,8.9|. Starting materials: CNC (dimethylamine), O(C1=CC=CC=C1)C1=C(C(=O)Cl)C(=CC=C1)OC1=CC=CC=C1 (2,6-diphenoxybenzoyl chloride). Solvent: N1=CC=CC=C1 (pyridine), N1=CC=CC=C1 (pyridine). Reaction conditions: time 30 minute. Yields the product CN(C(C1=C(C=CC=C1OC1=CC=CC=C1)OC1=CC=CC=C1)=O)C (N,N dimethyl-2,6-diphenoxybenzamide). Reaction SMILES: [CH3:1][NH:2][CH3:3].[O:4]([C:11]1[CH:19]=[CH:18][CH:17]=[C:16]([O:20][C:21]2[CH:26]=[CH:25][CH:24]=[CH:23][CH:22]=2)[C:12]=1[C:13](Cl)=[O:14])[C:5]1[CH:10]=[CH:9][CH:8]=[CH:7][CH:6]=1>N1C=CC=CC=1>[CH3:1][N:2]([CH3:3])[C:13](=[O:14])[C:12]1[C:11]([O:4][C:5]2[CH:10]=[CH:9][CH:8]=[CH:7][CH:6]=2)=[CH:19][CH:18]=[CH:17][C:16]=1[O:20][C:21]1[CH:26]=[CH:25][CH:24]=[CH:23][CH:22]=1. Reported procedure: To 18 parts of pyridine which has been saturated with dry gaseous dimethylamine is added dropwise 1 part of 2,6-diphenoxybenzoyl chloride in 2 parts of pyridine. The resulting mixture is stirred for 30 minutes, concentrated under reduced pressure, and poured into 54 parts of water. The mixture is made acidic with concentrated hydrochloric acid, and the solid precipitate is collected, washed with water, dried, and recrystallized first from acetonitrile and then from 1-chlorobutane to give N,N dim... Starting materials: NC1=CC=CC=C1 (aniline), OC1=CC2=C(OC(=CO2)C(=O)O)C=C1 (6-hydroxy-l.4-benzodioxin-2-carboxylic acid). Product: OC1=CC2=C(OC(=CO2)C(=O)NC2=CC=CC=C2)C=C1 (6-HYDROXY-2-ANILINOCARBONYL-1,4-BENZODIOXIN). The yield is 72.0%. Reaction SMILES: [NH2:1][C:2]1[CH:7]=[CH:6][CH:5]=[CH:4][CH:3]=1.[OH:8][C:9]1[CH:21]=[CH:20][C:12]2[O:13][C:14]([C:17](O)=[O:18])=[CH:15][O:16][C:11]=2[CH:10]=1>>[OH:8][C:9]1[CH:21]=[CH:20][C:12]2[O:13][C:14]([C:17]([NH:1][C:2]3[CH:7]=[CH:6][CH:5]=[CH:4][CH:3]=3)=[O:18])=[CH:15][O:16][C:11]=2[CH:10]=1. Procedure: That compound is obtained in a yield of 72% starting from aniline and 6-hydroxy-l.4-benzodioxin-2-carboxylic acid. Reactants: Cl.C1(CCCCCCCCC1)N1CCC2(C(NCN2C2=CC=CC=C2)=O)CC1 (8-cyclodecyl-1-phenyl-1,3,8-triaza-spiro[4,5]decan-4-one hydrochloride), COC=1C=C(CCl)C=CC1 (3-methoxybenzylchloride). Yields the product Cl.C1(CCCCCCCCC1)N1CCC2(C(N(CN2C2=CC=CC=C2)CC2=CC(=CC=C2)OC)=O)CC1 (8-Cyclodecyl-3-(3-methoxy-benzyl)-1-phenyl-1,3,8-triaza-spiro[4,5]decan-4-one hydrochloride). Reaction SMILES: Cl.[CH:2]1([N:12]2[CH2:28][CH2:27][C:15]3([N:19]([C:20]4[CH:25]=[CH:24][CH:23]=[CH:22][CH:21]=4)[CH2:18][NH:17][C:16]3=[O:26])[CH2:14][CH2:13]2)[CH2:11][CH2:10][CH2:9][CH2:8][CH2:7][CH2:6][CH2:5][CH2:4][CH2:3]1.[CH3:29][O:30][C:31]1[CH:32]=[C:33]([CH:36]=[CH:37][CH:38]=1)[CH2:34][Cl:35]>>[ClH:35].[CH:2]1([N:12]2[CH2:28][CH2:27][C:15]3([N:19]([C:20]4[CH:21]=[CH:22][CH:23]=[CH:24][CH:25]=4)[CH2:18][N:17]([CH2:34][C:33]4[CH:36]=[CH:37][CH:38]=[C:31]([O:30][CH3:29])[CH:32]=4)[C:16]3=[O:26])[CH2:14][CH2:13]2)[CH2:11][CH2:10][CH2:9][CH2:8][CH2:7][CH2:6][CH2:5][CH2:4][CH2:3]1 |f:0.1,3.4|. Reported procedure: The title compound, white solid, m. p. 175° C. and MS: m/e=490.4 (M+H+) was prepared in accordance with the general method of example 24 from 8-cyclodecyl-1-phenyl-1,3,8-triaza-spiro[4,5]decan-4-one hydrochloride and 3-methoxybenzylchloride. Starting materials: O=C([O-])O, CCCCCCCCCCCCCCCCOCC(COC(c1ccccc1)(c1ccccc1)c1ccccc1)Oc1ccon1, CO, [Na+], O, Cc1ccc(S(=O)(=O)O)cc1. The product is CCCCCCCCCCCCCCCCOCC(CO)Oc1ccon1. RXN SMILES: [C:60](=[O:61])([OH:62])[O-:63].[CH2:1]([CH2:2][CH2:3][CH2:4][CH2:5][CH2:6][CH2:7][CH2:8][CH2:9][CH2:10][CH2:11][CH2:12][CH2:13][CH2:14][CH2:15][CH3:16])[O:17][CH2:18][CH:19]([O:20][c:21]1[n:22][o:23][cH:24][cH:25]1)[CH2:26][O:27][C:28]([c:29]1[cH:30][cH:31][cH:32][cH:33][cH:34]1)([c:35]1[cH:36][cH:37][cH:38][cH:39][cH:40]1)[c:41]1[cH:42][cH:43][cH:44][cH:45][cH:46]1.[CH3:58][OH:59].[Na+:64].[OH2:65].[c:47]1([CH3:48])[cH:49][cH:50][c:51]([S:52]([OH:53])(=[O:54])=[O:55])[cH:56][cH:57]1>>[CH2:1]([CH2:2][CH2:3][CH2:4][CH2:5][CH2:6][CH2:7][CH2:8][CH2:9][CH2:10][CH2:11][CH2:12][CH2:13][CH2:14][CH2:15][CH3:16])[O:17][CH2:18][CH:19]([O:20][c:21]1[n:22][o:23][cH:24][cH:25]1)[CH2:26][OH:27]. Starting materials: CN(C(C=C)=O)CCC1=NC=CC=C1 (N-methyl-N-[2-(2-pyridinyl)ethyl]-2-propenamide), ClC1=C(C(=CC(=C1)S)Cl)O (2,6-dichloro-4-mercaptophenol). Procedure: The title compound was prepared according to the method of Example 4, from N-methyl-N-[2-(2-pyridinyl)ethyl]-2-propenamide (2.5 g. 0.013 mole), 2,6-dichloro-4-mercaptophenol (2.56 g, 0.013 mole) and triethylamine (5 ml), m.p. about 120°-123° C. Reaction SMILES: [CH3:1][N:2]([CH2:7][CH2:8][C:9]1[CH:14]=[CH:13][CH:12]=[CH:11][N:10]=1)[C:3](=[O:6])[CH:4]=[CH2:5].[Cl:15][C:16]1[CH:21]=[C:20]([SH:22])[CH:19]=[C:18]([Cl:23])[C:17]=1[OH:24]>C(N(CC)CC)C>[Cl:15][C:16]1[CH:21]=[C:20]([S:22][CH2:5][CH2:4][C:3]([N:2]([CH3:1])[CH2:7][CH2:8][C:9]2[CH:14]=[CH:13][CH:12]=[CH:11][N:10]=2)=[O:6])[CH:19]=[C:18]([Cl:23])[C:17]=1[OH:24]. The solvent is C(C)N(CC)CC (triethylamine). Yields the product ClC=1C=C(C=C(C1O)Cl)SCCC(=O)N(CCC1=NC=CC=C1)C (3-[(3,5-dichloro-4-hydroxyphenyl)thio]-N-methyl-N-[2-(2-pyridinyl)ethyl]propanamide). Starting materials: CS(=O)(=O)Cl, CCc1nc2cc(C(N)=O)c(Cl)cc2n1-c1ccc(CCO)cc1, ClCCl, O. Product: CCc1nc2cc(C(N)=O)c(Cl)cc2n1-c1ccc(CCOS(C)(=O)=O)cc1. As a reaction SMILES: [CH3:25][S:26](=[O:27])(=[O:28])[Cl:29].[Cl:1][c:2]1[c:3]([C:22](=[O:23])[NH2:24])[cH:4][c:5]2[c:6]([n:7](-[c:12]3[cH:13][cH:14][c:15]([CH2:18][CH2:19][OH:20])[cH:16][cH:17]3)[c:8]([CH2:10][CH3:11])[n:9]2)[cH:21]1.[Cl:31][CH2:32][Cl:33].[OH2:30]>>[Cl:1][c:2]1[c:3]([C:22](=[O:23])[NH2:24])[cH:4][c:5]2[c:6]([n:7](-[c:12]3[cH:13][cH:14][c:15]([CH2:18][CH2:19][O:20][S:26]([CH3:25])(=[O:27])=[O:28])[cH:16][cH:17]3)[c:8]([CH2:10][CH3:11])[n:9]2)[cH:21]1.